This data is from the Open Reaction Database (ORD), a public repository of structured organic reaction records. The task is: describe an organic reaction: reactants, conditions, products, and yield Starting materials: OCC=1C=C(C=CC1)NC(=N)NCC(F)(F)F (1-(3-hydroxymethylphenyl)-3-(2,2,2-trifluoroethyl)guanidine), S(=O)(Cl)Cl (thionyl chloride). Solvent: O1CCCC1 (tetrahydrofuran). Product: ClCC=1C=C(C=CC1)NC(=N)NCC(F)(F)F (1-(3-chloromethylphenyl)-3-(2,2,2-trifluoroethyl)guanidine). Reaction SMILES: O[CH2:2][C:3]1[CH:4]=[C:5]([NH:9][C:10]([NH:12][CH2:13][C:14]([F:17])([F:16])[F:15])=[NH:11])[CH:6]=[CH:7][CH:8]=1.S(Cl)([Cl:20])=O>O1CCCC1>[Cl:20][CH2:2][C:3]1[CH:4]=[C:5]([NH:9][C:10]([NH:12][CH2:13][C:14]([F:17])([F:16])[F:15])=[NH:11])[CH:6]=[CH:7][CH:8]=1. Procedure details: The above guanidine (1.121 g.) was dissolved in dry tetrahydrofuran (40 ml.) and thionyl chloride (0.7 ml.) was added. After 45 minutes at 30°-40° volatile material was evaporated in vacuo to give 1-(3-chloromethylphenyl)-3-(2,2,2-trifluoroethyl)guanidine as a syrup. Reactants: O=C(OCCl)Oc1ccc([N+](=O)[O-])cc1, CC(C)=O, [I-], [Na+]. The product is O=C(OCI)Oc1ccc([N+](=O)[O-])cc1. Reaction SMILES: [C:1]([O:2][c:3]1[cH:4][cH:5][c:6]([N+:9](=[O:10])[O-:11])[cH:7][cH:8]1)([O:12][CH2:13][Cl:14])=[O:15].[CH3:18][C:19](=[O:20])[CH3:21].[I-:17].[Na+:16]>>[C:1]([O:2][c:3]1[cH:4][cH:5][c:6]([N+:9](=[O:10])[O-:11])[cH:7][cH:8]1)([O:12][CH2:13][I:17])=[O:15]. The reactants are CC1=CC(=NC(=C1C#N)Cl)C (4,6-dimethyl-2-chloro-nicotinonitrile), O.O.O.[O-]C1=CC=CC=C1.[Na+] (sodium phenoxide trihydrate). Run in C1CCOC1 (THF). Run at temperature 80 celsius, time 8 hour. The product is CC1=CC(=NC(=C1C#N)OC1=CC=CC=C1)C (4,6-dimethyl-2-phenoxy-nicotinonitrile). The yield is 90.4%. As a reaction SMILES: [CH3:1][C:2]1[C:7]([C:8]#[N:9])=[C:6](Cl)[N:5]=[C:4]([CH3:11])[CH:3]=1.O.O.O.[O-:15][C:16]1[CH:21]=[CH:20][CH:19]=[CH:18][CH:17]=1.[Na+]>C1COCC1>[CH3:1][C:2]1[C:7]([C:8]#[N:9])=[C:6]([O:15][C:16]2[CH:21]=[CH:20][CH:19]=[CH:18][CH:17]=2)[N:5]=[C:4]([CH3:11])[CH:3]=1 |f:1.2.3.4.5|. Procedure details: 4,6-dimethyl-2-chloro-nicotinonitrile (600 mg, 3.60 mmol) was dissolved in 30 mL of anhydrous THF and then added with sodium phenoxide trihydrate (3.06 g, 18.00 mmol) and stirred at 80° C. overnight. The mixture was extracted with methylene chloride, dried with anhydrous sodium sulfate, filtered and then concentrated under reduced pressure. A silica gel column chromatography (10% EtOAc/Hexane) was performed on the resulting residue and 730 mg (90%) of 4,6-dimethyl-2-phenoxy-nicotinonitrile was o... Reactants: CC(C)(C)OC(=O)NC1CCCN(c2ccc(C(N)=O)c(Nc3ccc(N4CCN(C(=O)OCc5ccccc5)CC4)cc3)n2)C1, ClCCl, O=C(O)C(F)(F)F. The product is NC(=O)c1ccc(N2CCCC(N)C2)nc1Nc1ccc(N2CCN(C(=O)OCc3ccccc3)CC2)cc1. As a reaction SMILES: [C:1]([O:2][C:3](=[O:4])[NH:8][CH:9]1[CH2:10][N:11]([c:15]2[cH:16][cH:17][c:18]([C:44]([NH2:45])=[O:46])[c:19]([NH:21][c:22]3[cH:23][cH:24][c:25]([N:28]4[CH2:29][CH2:30][N:31]([C:34](=[O:35])[O:36][CH2:37][c:38]5[cH:39][cH:40][cH:41][cH:42][cH:43]5)[CH2:32][CH2:33]4)[cH:26][cH:27]3)[n:20]2)[CH2:12][CH2:13][CH2:14]1)([CH3:5])([CH3:6])[CH3:7].[Cl:54][CH2:55][Cl:56].[F:47][C:48]([F:49])([F:50])[C:51]([OH:52])=[O:53]>>[NH2:8][CH:9]1[CH2:10][N:11]([c:15]2[cH:16][cH:17][c:18]([C:44]([NH2:45])=[O:46])[c:19]([NH:21][c:22]3[cH:23][cH:24][c:25]([N:28]4[CH2:29][CH2:30][N:31]([C:34](=[O:35])[O:36][CH2:37][c:38]5[cH:39][cH:40][cH:41][cH:42][cH:43]5)[CH2:32][CH2:33]4)[cH:26][cH:27]3)[n:20]2)[CH2:12][CH2:13][CH2:14]1. Reactants: C(C)(=O)OC(C)=O (Acetic anhydride), C1(=CC=CC=C1)C1=CC=CC(=N1)C1=NC(=CC=C1)C1=C(C=CC=C1)O (2-(6′-phenyl-2,2′-bipyridine-6-yl)phenol). Solvent: N1=CC=CC=C1 (pyridine). Reaction conditions: time 24 hour. The product is C(C)(=O)OC1=C(C=CC=C1)C1=CC=CC(=N1)C1=NC(=CC=C1)C1=CC=CC=C1 (6-(2-acetoxyphenyl)-6′-phenyl-2,2′-bipyridine). Yield: 92.4%. RXN SMILES: [C:1](OC(=O)C)(=[O:3])[CH3:2].[C:8]1([C:14]2[N:19]=[C:18]([C:20]3[CH:25]=[CH:24][CH:23]=[C:22]([C:26]4[CH:31]=[CH:30][CH:29]=[CH:28][C:27]=4[OH:32])[N:21]=3)[CH:17]=[CH:16][CH:15]=2)[CH:13]=[CH:12][CH:11]=[CH:10][CH:9]=1>N1C=CC=CC=1>[C:1]([O:32][C:27]1[CH:28]=[CH:29][CH:30]=[CH:31][C:26]=1[C:22]1[N:21]=[C:20]([C:18]2[CH:17]=[CH:16][CH:15]=[C:14]([C:8]3[CH:9]=[CH:10][CH:11]=[CH:12][CH:13]=3)[N:19]=2)[CH:25]=[CH:24][CH:23]=1)(=[O:3])[CH3:2]. Reported procedure: Acetic anhydride (580 μL, 6.2 mmol) was dropwise added to a pyridine (20 ml) solution of 2-(6′-phenyl-2,2′-bipyridine-6-yl)phenol (1.0 g, 3.1 mmol) obtained by Example 14, then the mixture was stirred for 24 hours at room temperature. The solvent was distilled off from the reaction mixture, and the residue was purified by silica gel column chromatography and recrystallization, thereby obtaining 1.05 g of 6-(2-acetoxyphenyl)-6′-phenyl-2,2′-bipyridine as yellow crystal. Yield: 93.0%. Reactants: BrCC=1C=C(C=CC1)C1=C(SC(=C1)CC(C)C)S(=O)(=O)NC(C)(C)C (3-(3-bromomethylphenyl)-5-iso-butyl-N-tert-butylthiophene-2-sulfonamide), N1=CNC2=C1C=CC=C2 (benzimidazole). Isolated yield 93.2%. Run at temperature 80 celsius, time 5.5 hour. Product: N1(C=NC2=C1C=CC=C2)CC=2C=C(C=CC2)C2=C(SC(=C2)CC(C)C)S(=O)(=O)NC(C)(C)C (3-(3-Benzoimidazol-1-ylmethylphenyl)-5-iso-butyl-N-tert-butylthiophene-2-sulfonamide), syrup. The solvent is O1CCOCC1 (dioxane). As a reaction SMILES: Br[CH2:2][C:3]1[CH:4]=[C:5]([C:9]2[CH:13]=[C:12]([CH2:14][CH:15]([CH3:17])[CH3:16])[S:11][C:10]=2[S:18]([NH:21][C:22]([CH3:25])([CH3:24])[CH3:23])(=[O:20])=[O:19])[CH:6]=[CH:7][CH:8]=1.[N:26]1[C:30]2[CH:31]=[CH:32][CH:33]=[CH:34][C:29]=2[NH:28][CH:27]=1>O1CCOCC1>[N:26]1([CH2:2][C:3]2[CH:4]=[C:5]([C:9]3[CH:13]=[C:12]([CH2:14][CH:15]([CH3:17])[CH3:16])[S:11][C:10]=3[S:18]([NH:21][C:22]([CH3:25])([CH3:24])[CH3:23])(=[O:20])=[O:19])[CH:6]=[CH:7][CH:8]=2)[C:30]2[CH:31]=[CH:32][CH:33]=[CH:34][C:29]=2[N:28]=[CH:27]1. Reported procedure: To a solution of 3-(3-bromomethylphenyl)-5-iso-butyl-N-tert-butylthiophene-2-sulfonamide (71.8 mg, 0.162 mmol; see Example 1(e)) in dioxane (2.0 mL) was added benzimidazole (57.3 mg, 0.485 mmol) and the reaction mixture was stirred for 5.5 h at 80° C. The reaction mixture was concentrated in vacuo and the residue was purified by flash chromatography using MeOH:CH2Cl2 (3:97) as eluent to give the sub-title compound in 93% yield as a colourless syrup (72.3 mg, 0.151 mmol). Starting materials: substituted benzyl amines, C(=O)([O-])[O-].[Na+].[Na+] (Na2CO3), N1[C@H](CCCC1)C(=O)N[C@@H](C)C1=CC=C(C(=O)OC)C=C1 (methyl 4-((S)-1-((R)-piperidine-2-carboxamido)ethyl)benzoate), FC(C1=CC=C(CBr)C=C1)(F)F (4-(trifluoromethyl)benzylbromide). Product: FC(C1=CC=C(CN2[C@H](CCCC2)C(=O)N[C@@H](C)C2=CC=C(C(=O)OC)C=C2)C=C1)(F)F (methyl 4-((S)-1-((R)-1-(4-(trifluoromethyl)benzyl)piperidine-2-carboxamido)ethyl)benzoate). As a reaction SMILES: [NH:1]1[CH2:6][CH2:5][CH2:4][CH2:3][C@@H:2]1[C:7]([NH:9][C@H:10]([C:12]1[CH:21]=[CH:20][C:15]([C:16]([O:18][CH3:19])=[O:17])=[CH:14][CH:13]=1)[CH3:11])=[O:8].[F:22][C:23]([F:33])([F:32])[C:24]1[CH:31]=[CH:30][C:27]([CH2:28]Br)=[CH:26][CH:25]=1.C([O-])([O-])=O.[Na+].[Na+]>>[F:22][C:23]([F:32])([F:33])[C:24]1[CH:31]=[CH:30][C:27]([CH2:28][N:1]2[CH2:6][CH2:5][CH2:4][CH2:3][C@@H:2]2[C:7]([NH:9][C@H:10]([C:12]2[CH:13]=[CH:14][C:15]([C:16]([O:18][CH3:19])=[O:17])=[CH:20][CH:21]=2)[CH3:11])=[O:8])=[CH:26][CH:25]=1 |f:2.3.4|. Procedure details: The title compound (D118) (24 mg) was prepared according to the general procedure for substituted benzyl amines preparation starting from methyl 4-((S)-1-((R)-piperidine-2-carboxamido)ethyl)benzoate (D86) (40 mg) and 4-(trifluoromethyl)benzylbromide (0.032 ml). (Na2CO3: 2.5 eq; reaction time: 4 hrs; 60° C.) Reactants: FC1=CC=C(C=C1)C=1N=C(OC1C1=CC=NC=C1)C1=CC=C(C=C1)SC (4-(4-fluorophenyl)-2-(4methylthiophenyl)-5-(4-pyridyl)oxazole), C(C)(=O)O (acetic acid), K2S2O8. Solvent: O (H2O). Reaction conditions: time 48 hour. The product is FC1=CC=C(C=C1)C=1N=C(OC1C1=CC=NC=C1)C1=CC=C(C=C1)S(=O)C (4-(4-Fluorophenyl)-2-[4-(methylsulfinyl)phenyl]-5-(4-pyridyl)oxazole). As a reaction SMILES: [F:1][C:2]1[CH:7]=[CH:6][C:5]([C:8]2[N:9]=[C:10]([C:19]3[CH:24]=[CH:23][C:22]([S:25][CH3:26])=[CH:21][CH:20]=3)[O:11][C:12]=2[C:13]2[CH:18]=[CH:17][N:16]=[CH:15][CH:14]=2)=[CH:4][CH:3]=1.C(O)(=[O:29])C>O>[F:1][C:2]1[CH:7]=[CH:6][C:5]([C:8]2[N:9]=[C:10]([C:19]3[CH:24]=[CH:23][C:22]([S:25]([CH3:26])=[O:29])=[CH:21][CH:20]=3)[O:11][C:12]=2[C:13]2[CH:14]=[CH:15][N:16]=[CH:17][CH:18]=2)=[CH:4][CH:3]=1. Procedure: To a mixture of 4-(4-fluorophenyl)-2-(4methylthiophenyl)-5-(4-pyridyl)oxazole (0.056 g, 0.15 mmol) in glacial acetic acid (12 mL) was added a solution of K2S2O8 (0.07 g, 024 mmol) in H2O (2 mL). After stirring at rt for 48 hr, the precipitate was filtered. Purification by column chromatography (25:1 CH2Cl2/MeOH), followed by trituration with Et2O afforded the title compound (0.014 g) as a white solid: ESMS (m/z)=379.0 (M++H).